Dataset: the Open Reaction Database (ORD), a public repository of structured organic reaction records. Task: describe an organic reaction: reactants, conditions, products, and yield The reactants are CC(=O)N1N=C(c2ccc([N+](=O)[O-])cc2)c2cc(Br)ccc2CC1C, CN=C=O, CCO. Yields the product CNC(=O)N1N=C(c2ccc([N+](=O)[O-])cc2)c2cc(Br)ccc2CC1C. As a reaction SMILES: [C:1]([CH3:2])(=[O:3])[N:4]1[N:5]=[C:6]([c:17]2[cH:18][cH:19][c:20]([N+:23](=[O:24])[O-:25])[cH:21][cH:22]2)[c:7]2[c:8]([cH:12][cH:13][c:14]([Br:16])[cH:15]2)[CH2:9][CH:10]1[CH3:11].[CH3:26][N:27]=[C:28]=[O:29].[CH3:30][CH2:31][OH:32]>>[C:1](=[O:3])([N:4]1[N:5]=[C:6]([c:17]2[cH:18][cH:19][c:20]([N+:23](=[O:24])[O-:25])[cH:21][cH:22]2)[c:7]2[c:8]([cH:12][cH:13][c:14]([Br:16])[cH:15]2)[CH2:9][CH:10]1[CH3:11])[NH:27][CH3:26]. Starting materials: COC(C1=CC=C(C=C1)COC1=CC2=C(CCNCC2)C=C1)=O (4-(2,3,4,5-Tetrahydro-1H-benzo[d]azepin-7-yloxymethyl)-benzoic acid methyl ester), C1(CCCC1)=O (cyclopentanone), C(C)(=O)O[BH-](OC(C)=O)OC(C)=O.[Na+] (Sodium triacetoxy borohydride). The solvent is C(C)(=O)O (acetic acid), ClCCl (dichloromethane). Run at time 4 hour. The product is COC(C1=CC=C(C=C1)COC1=CC2=C(CCN(CC2)C2CCCC2)C=C1)=O (4-(3-Cyclopentyl-2,3,4,5-tetrahydro-1H-benzo[d]azepin-7-yloxymethyl)-benzoic acid methyl ester). Reaction SMILES: [CH3:1][O:2][C:3](=[O:23])[C:4]1[CH:9]=[CH:8][C:7]([CH2:10][O:11][C:12]2[CH:22]=[CH:21][C:15]3[CH2:16][CH2:17][NH:18][CH2:19][CH2:20][C:14]=3[CH:13]=2)=[CH:6][CH:5]=1.[C:24]1(=O)[CH2:28][CH2:27][CH2:26][CH2:25]1.C(O[BH-](OC(=O)C)OC(=O)C)(=O)C.[Na+]>ClCCl.C(O)(=O)C>[CH3:1][O:2][C:3](=[O:23])[C:4]1[CH:5]=[CH:6][C:7]([CH2:10][O:11][C:12]2[CH:22]=[CH:21][C:15]3[CH2:16][CH2:17][N:18]([CH:24]4[CH2:28][CH2:27][CH2:26][CH2:25]4)[CH2:19][CH2:20][C:14]=3[CH:13]=2)=[CH:8][CH:9]=1 |f:2.3|. Procedure: 4-(2,3,4,5-Tetrahydro-1H-benzo[d]azepin-7-yloxymethyl)-benzoic acid methyl ester (D4) (2.83 g, 9.1 mmol) and cyclopentanone (1.6 ml, 18.2 mmol) were dissolved in dichloromethane (30 ml) and acetic acid (0.5 ml). Sodium triacetoxy borohydride (3.85 g, 18.2 mmol) was added and the solution was stirred at room temperature for 4 hours. The reaction mixture was washed with a saturated solution of sodium carbonate, the organic layer was dried over magnesium sulfate, filtered and concentrated in vacuo.... Procedure: A suspension of 4-(4-methylpyridin-2-yl)-2-nitro anisole (347 mg) in ethanol (3.5 ml) and tetrahydrofuran (3.5 ml) was hydrogenated over palladium on carbon (10% w/w, 50% wet, 120 mg) under a hydrogen atmosphere for 1 hour. The catalyst was filtered off, and the filtrate was evaporated under reduced pressure to give 2-methoxy-5-(4-methylpyridin-2-yl)aniline (304 mg). The solvent is C(C)O (ethanol), O1CCCC1 (tetrahydrofuran). The product is COC1=C(N)C=C(C=C1)C1=NC=CC(=C1)C (2-methoxy-5-(4-methylpyridin-2-yl)aniline). The yield is 99.9%. Reagents/catalysts: [Pd] (palladium on carbon). Reactants: CC1=CC(=NC=C1)C1=CC(=C(C=C1)OC)[N+](=O)[O-] (4-(4-methylpyridin-2-yl)-2-nitro anisole). Reaction SMILES: [CH3:1][C:2]1[CH:7]=[CH:6][N:5]=[C:4]([C:8]2[CH:13]=[CH:12][C:11]([O:14][CH3:15])=[C:10]([N+:16]([O-])=O)[CH:9]=2)[CH:3]=1>C(O)C.O1CCCC1.[Pd]>[CH3:15][O:14][C:11]1[CH:12]=[CH:13][C:8]([C:4]2[CH:3]=[C:2]([CH3:1])[CH:7]=[CH:6][N:5]=2)=[CH:9][C:10]=1[NH2:16]. The reactants are C(C)OC(=O)C1CC(C2=C(SC=C2)C1)=O (Ethyl-4-oxo-4,5,6,7-tetrahydrobenzo[b]thiophene-6-carboxylate), [OH-].[Na+] (NaOH). Solvent: CCO (EtOH). Conditions: time 45 minute. Product: O=C1CC(CC=2SC=CC21)C(=O)O (4-oxo-4,5,6,7-tetrahydrobenzo[b]thiophene-6-carboxylic acid). Yield: 96.6%. RXN SMILES: C([O:3][C:4]([CH:6]1[CH2:14][C:10]2[S:11][CH:12]=[CH:13][C:9]=2[C:8](=[O:15])[CH2:7]1)=[O:5])C.[OH-].[Na+]>CCO>[O:15]=[C:8]1[C:9]2[CH:13]=[CH:12][S:11][C:10]=2[CH2:14][CH:6]([C:4]([OH:5])=[O:3])[CH2:7]1 |f:1.2|. Procedure details: Ethyl-4-oxo-4,5,6,7-tetrahydrobenzo[b]thiophene-6-carboxylate (1.5 g, 6.7 mmol) was dissolved in EtOH (20 mL). 1M NaOH (aq.) (7 mL) was added portion-wise and the mixture was stirred at room temperature for 1 hr 45 min. The mixture was concentrated in vacuo and the residue was treated with 2M HCl (aq.). The product was extracted into ethyl acetate (×3) and this was back extracted with water and saturated brine. The organic extracts were combined, dried (MgSO4) and concentrated in vacuo to yield ... The reactants are C1(CCCC1)C(C(=O)NC=1C=C(CC2(CC2)C(=O)OC(C)(C)C)C=CC1)C1=CC=C(C=C1)C=C(F)F ((+/−)-tert-butyl 1-[3-({cyclopentyl[4-(2,2-difluorovinyl)phenyl]acetyl}amino)benzyl]cyclopropanecarboxylate). The reagents and catalysts are [Pd] (Pd/C). The solvent is C(C)O (ethanol). Reaction conditions: time 8 hour. Yields the product C1(CCCC1)C(C(=O)NC=1C=C(CC2(CC2)C(=O)OC(C)(C)C)C=CC1)C1=CC=C(C=C1)CC(F)F ((+/−)-tert-Butyl 1-[3-({cyclopentyl[4-(2,2-difluoroethyl)phenyl]acetyl}amino)benzyl]cyclopropanecarboxylate). As a reaction SMILES: [CH:1]1([CH:6]([C:27]2[CH:32]=[CH:31][C:30]([CH:33]=[C:34]([F:36])[F:35])=[CH:29][CH:28]=2)[C:7]([NH:9][C:10]2[CH:11]=[C:12]([CH:24]=[CH:25][CH:26]=2)[CH2:13][C:14]2([C:17]([O:19][C:20]([CH3:23])([CH3:22])[CH3:21])=[O:18])[CH2:16][CH2:15]2)=[O:8])[CH2:5][CH2:4][CH2:3][CH2:2]1>C(O)C.[Pd]>[CH:1]1([CH:6]([C:27]2[CH:32]=[CH:31][C:30]([CH2:33][CH:34]([F:35])[F:36])=[CH:29][CH:28]=2)[C:7]([NH:9][C:10]2[CH:11]=[C:12]([CH:24]=[CH:25][CH:26]=2)[CH2:13][C:14]2([C:17]([O:19][C:20]([CH3:23])([CH3:21])[CH3:22])=[O:18])[CH2:16][CH2:15]2)=[O:8])[CH2:2][CH2:3][CH2:4][CH2:5]1. Procedure: 100 mg of Pd/C (10%) were added to a solution of 200.0 mg (0.404 mmol) of (+/−)-tert-butyl 1-[3-({cyclopentyl[4-(2,2-difluorovinyl)phenyl]acetyl}amino)benzyl]cyclopropanecarboxylate in 5 ml of ethanol. Under atmospheric pressure, the mixture was stirred vigorously under an atmosphere of hydrogen overnight. The reaction was then filtered off through Celite and the filtrate was concentrated under reduced pressure. The crude product was purified by preparative RP-HPLC (mobile phase acetonitrile/wat... Reactants: CC(C)(C)OC(=O)N1CC(O)CC1C(=O)O, ClCCl, CNC, CN(C)c1ccncc1, Cl. The product is CN(C)C(=O)C1CC(O)CN1C(=O)OC(C)(C)C. RXN SMILES: [C:1]([CH3:2])([CH3:3])([CH3:4])[O:5][C:6](=[O:7])[N:8]1[CH:9]([C:10](=[O:11])[OH:12])[CH2:13][CH:14]([OH:15])[CH2:16]1.[CH2:30]([Cl:31])[Cl:32].[CH3:18][NH:19][CH3:20].[CH3:21][N:22]([CH3:23])[c:24]1[cH:25][cH:26][n:27][cH:28][cH:29]1.[ClH:17]>>[C:1]([CH3:2])([CH3:3])([CH3:4])[O:5][C:6](=[O:7])[N:8]1[CH:9]([C:10](=[O:11])[N:19]([CH3:18])[CH3:20])[CH2:13][CH:14]([OH:15])[CH2:16]1. The reactants are N1C=CC2=CC=CC=C12 (indole), N1C=C(C2=CC=CC=C12)C(=O)O (3-indolecarboxylic acid), C([O-])([O-])=O.[K+].[K+] (potassium carbonate), C(OC)(OC)=O (dimethyl carbonate). The solvent is CN(C=O)C (N,N-dimethylformamide). Conditions: temperature 130 celsius, time 5 hour. Product: COC(=O)C1=CN(C2=CC=CC=C12)C (1-methylindole-3-carboxylic acid methyl ester). The yield is 50.0%. RXN SMILES: [NH:1]1[C:9]2[C:4](=[CH:5][CH:6]=[CH:7][CH:8]=2)[C:3](C(O)=O)=[CH:2]1.[C:13](=O)([O-])[O-].[K+].[K+].[C:19](=[O:24])(OC)[O:20][CH3:21].N1C2C(=CC=CC=2)C=C1>CN(C)C=O>[CH3:21][O:20][C:19]([C:3]1[C:4]2[C:9](=[CH:8][CH:7]=[CH:6][CH:5]=2)[N:1]([CH3:13])[CH:2]=1)=[O:24] |f:1.2.3|. Procedure details: To a three-necked round bottom flask was charged 3-indolecarboxylic acid (2.5 g, 15.51 mmol), potassium carbonate (powder, 1.25 g), N,N-dimethylformamide (20 mL) and dimethyl carbonate (3.9 mL, 46.3 mmol). As the stirred mixture was heated to reflux (130° C.), the disappearance of starting indole was monitored by HPLC. After 5 h the reaction was complete, then the mixture was cooled to room temperature and was partitioned between water (50 mL) and tert-butyl methyl ether (100 mL). The separated ... Starting materials: O=C1NC2=CC=CC=C2C(=C1C=C)C(=O)O (2-oxo-3-vinyl-1,2-dihydroquinoline-4-carboxylic acid), [N+](=[N-])=C (diazomethane), C(C)(=O)O (acetic acid). The solvent is C(C)OCC (diethylether), CO (methanol). Product: COC(=O)C1=C(C(NC2=CC=CC=C12)=O)C=C (methyl-2-oxo-3-vinyl-1,2-dihydroquinoline-4-carboxylate). RXN SMILES: [O:1]=[C:2]1[C:11]([CH:12]=[CH2:13])=[C:10]([C:14]([OH:16])=[O:15])[C:9]2[C:4](=[CH:5][CH:6]=[CH:7][CH:8]=2)[NH:3]1.[N+](=[CH2:19])=[N-].C(O)(=O)C>CO.C(OCC)C>[CH3:19][O:15][C:14]([C:10]1[C:9]2[C:4](=[CH:5][CH:6]=[CH:7][CH:8]=2)[NH:3][C:2](=[O:1])[C:11]=1[CH:12]=[CH2:13])=[O:16]. Procedure: To a solution of 4.4 g (20 mmol) 2-Oxo-3-vinyl-1,2-dihydroquinoline-4-carboxylic acid 4 in 200 mL methanol was added etheral diazomethane at ambient temperature until the vigorous evolution of nitrogen subsided and the starting material was used up. Then 10 mL acetic acid were added, the mixture was diluted with 200 mL diethylether and washed with a solution of sodium bicarbonate (5%) and brine. The organic layer was separated, dried over sodium sulfate and filtered. After evaporation the crude ...